Dataset: the Open Reaction Database (ORD), a public repository of structured organic reaction records. Task: describe an organic reaction: reactants, conditions, products, and yield Starting materials: CC=1NC2=CC(=CC(=C2C1)C)C (2,4,6-trimethylindole), BrC(C(OCC)OCC)C (2-bromo-1,1-diethoxypropane), CC=1C=C(N)C=C(C1)C (3,5-dimethylaniline). The product is CC1NC2=CC(=CC(=C2C1)C)C (2,4,6-trimethylindoline). Reaction SMILES: [CH3:1][C:2]1[NH:3][C:4]2[C:9]([CH:10]=1)=[C:8]([CH3:11])[CH:7]=[C:6]([CH3:12])[CH:5]=2.BrC(C)C(OCC)OCC.CC1C=C(C=C(C)C=1)N>>[CH3:1][CH:2]1[CH2:10][C:9]2[C:4](=[CH:5][C:6]([CH3:12])=[CH:7][C:8]=2[CH3:11])[NH:3]1. Procedure details: Using a similar procedure to that described in Example 16, 1-acetyl-2,4,6-trimethyl-5-(nitromethylsulphonyl)indoline was obtained in 22% yield as a cream solid, m.p. 175° C.; microanalysis, found: C,51.7; H,5.3; N,8.5%; C14H18N2O5S requires: C,51.5; H,5.6; N,8.6%; NMR (d6 -DMSO): 1.2(3H,d), 2.25(3H,s), 2.4(3H,s), 2.6(3H,s), 2.6-2.8(1H,d), 3.2-3.4(1H,dd), 4.6-4.8(1H,m), 6.4(2H,s), 7.7-8.0(1H,br). The original starting material 2,4,6-trimethylindole, was itself obtained as a yellow oily solid, NMR... Starting materials: CO, COC(=O)c1ccc(OC)c(OCCCCl)c1, Cl, [Na+], [OH-]. The product is COc1ccc(C(=O)O)cc1OCCCCl. Reaction SMILES: [CH3:21][OH:22].[Cl:1][CH2:2][CH2:3][CH2:4][O:5][c:6]1[cH:7][c:8]([C:9](=[O:10])[O:11][CH3:12])[cH:13][cH:14][c:15]1[O:16][CH3:17].[ClH:20].[Na+:19].[OH-:18]>>[Cl:1][CH2:2][CH2:3][CH2:4][O:5][c:6]1[cH:7][c:8]([C:9](=[O:10])[OH:11])[cH:13][cH:14][c:15]1[O:16][CH3:17].